Dataset: the Open Reaction Database (ORD), a public repository of structured organic reaction records. Task: describe an organic reaction: reactants, conditions, products, and yield Reactants: [N+](=O)([O-])C1=C(C=C(C=C1)N1CCCCC1)C=1C=C(C(=O)OC)C=CN1 (methyl 2-(2-nitro-5-(piperidin-1-yl)phenyl)isonicotinate), O.[OH-].[Li+] (lithium hydroxide hydrate). Solvent: O1CCCC1.O (tetrahydrofuran water). Reaction conditions: temperature 25 celsius, time 8 hour. The product is [N+](=O)([O-])C1=C(C=C(C=C1)N1CCCCC1)C=1C=C(C(=O)O)C=CN1 (2-(2-nitro-5-(piperidin-1-yl)phenyl)isonicotinic acid). Reaction SMILES: [N+:1]([C:4]1[CH:9]=[CH:8][C:7]([N:10]2[CH2:15][CH2:14][CH2:13][CH2:12][CH2:11]2)=[CH:6][C:5]=1[C:16]1[CH:17]=[C:18]([CH:23]=[CH:24][N:25]=1)[C:19]([O:21]C)=[O:20])([O-:3])=[O:2].O.[OH-].[Li+]>O1CCCC1.O>[N+:1]([C:4]1[CH:9]=[CH:8][C:7]([N:10]2[CH2:15][CH2:14][CH2:13][CH2:12][CH2:11]2)=[CH:6][C:5]=1[C:16]1[CH:17]=[C:18]([CH:23]=[CH:24][N:25]=1)[C:19]([OH:21])=[O:20])([O-:3])=[O:2] |f:1.2.3,4.5|. Procedure: Into a 50-mL round-bottom flask, was placed a solution of methyl 2-(2-nitro-5-(piperidin-1-yl)phenyl)isonicotinate 1.1 g (1 g, 2.93 mmol, 1.00 equiv) in tetrahydrofuran/water (1:1) (20 mL), lithium hydroxide hydrate (1.26 g, 30.00 mmol, 10.23 equiv). The resulting solution was stirred overnight at 25° C. in an oil bath. The resulting mixture was concentrated under vacuum. The resulting solution was diluted with 10 mL of water. The resulting solution was extracted with 2×20 mL of ethyl acetate an... Reactants: FC1=C(N)C=CC=C1 (2-fluoroaniline), O=C1N(C2=CC=CC=C2C12C1=C(OC2)C=C2OCCC2=C1)CC=1C=C(C(=O)O)C=CC1 (3-[(2′-oxo-5,6-dihydrospiro[benzo[1,2-b:5,4-b′]difuran-3,3′-indol]-1′(2′H)-yl)methyl]benzoic acid), C(C1=CC=CC=C1)(=O)N (benzamide), C1(CCCCC1)CN (cyclohexanemethylamine), O=C1N(C2=CC=CC=C2C12C1=C(OC2)C=C2OCCC2=C1)CC1=C(C(=O)O)C=CC=C1 (2-[(2′-oxo-5,6-dihydrospiro[benzo[1,2-b:5,4-b′]difuran-3,3′-indol]-1′(2′H)-yl)methyl]benzoic acid). The product is FC1=C(C=CC=C1)NC(C1=C(C=CC=C1)CN1C(C2(C3=CC=CC=C13)C1=C(OC2)C=C2OCCC2=C1)=O)=O (N-(2-fluorophenyl)-2-[(2′-oxo-5,6-dihydrospiro[benzo[1,2-b:5,4-b′]difuran-3,3′-indol]-1′(2′H)-yl)methyl]benzamide). Reaction SMILES: [F:1][C:2]1[CH:8]=[CH:7][CH:6]=[CH:5][C:3]=1[NH2:4].C1(CN)CCCCC1.[O:17]=[C:18]1[C:26]2([CH2:30][O:29][C:28]3[CH:31]=[C:32]4[C:36](=[CH:37][C:27]2=3)[CH2:35][CH2:34][O:33]4)[C:25]2[C:20](=[CH:21][CH:22]=[CH:23][CH:24]=2)[N:19]1[CH2:38][C:39]1[CH:47]=[CH:46][CH:45]=[CH:44][C:40]=1[C:41](O)=[O:42].O=C1C2(COC3C=C4C(=CC2=3)CCO4)C2C(=CC=CC=2)N1CC1C=C(C=CC=1)C(O)=O.C(N)(=O)C1C=CC=CC=1>>[F:1][C:2]1[CH:8]=[CH:7][CH:6]=[CH:5][C:3]=1[NH:4][C:41](=[O:42])[C:40]1[CH:44]=[CH:45][CH:46]=[CH:47][C:39]=1[CH2:38][N:19]1[C:20]2[C:25](=[CH:24][CH:23]=[CH:22][CH:21]=2)[C:26]2([CH2:30][O:29][C:28]3[CH:31]=[C:32]4[C:36](=[CH:37][C:27]2=3)[CH2:35][CH2:34][O:33]4)[C:18]1=[O:17]. Reported procedure: Following the procedure as described in EXAMPLE 12 and making non-critical variations using 2-fluoroaniline to replace cyclohexanemethylamine, and 2-[(2′-oxo-5,6-dihydrospiro[benzo[1,2-b:5,4-b′]difuran-3,3′-indol]-1′(2′H)-yl)methyl]benzoic acid to replace 3-[(2′-oxo-5,6-dihydrospiro[benzo[1,2-b:5,4-b′]difuran-3,3′-indol]-1′(2′H)-yl)methyl]benzoic acid, N-(2-fluorophenyl)-2-(2′-oxo-5,6-dihydrospiro[benzo[1,2-b:5,4-b′]difuran-3,3′-indol]-1′(2′H)-yl)methyl]benzamide was obtained (57%) as a colorles... Reactants: CCC(C(c1ccc2nc(Oc3ccc(C(=O)OC)cc3)sc2c1)n1ccnc1)N(C)C, [Li+], C1COCCO1, [OH-], O, O. Yields the product CCC(C(c1ccc2nc(Oc3ccc(C(=O)O)cc3)sc2c1)n1ccnc1)N(C)C. As a reaction SMILES: [CH3:1][O:2][C:3]([c:4]1[cH:5][cH:6][c:7]([O:10][c:11]2[s:12][c:13]3[c:14]([n:15]2)[cH:16][cH:17][c:18]([CH:20]([CH:21]([CH2:22][CH3:23])[N:24]([CH3:25])[CH3:26])[n:27]2[cH:28][n:29][cH:30][cH:31]2)[cH:19]3)[cH:8][cH:9]1)=[O:32].[Li+:35].[O:36]1[CH2:37][CH2:38][O:39][CH2:40][CH2:41]1.[OH-:34].[OH2:33].[OH2:42]>>[O:2]=[C:3]([c:4]1[cH:5][cH:6][c:7]([O:10][c:11]2[s:12][c:13]3[c:14]([n:15]2)[cH:16][cH:17][c:18]([CH:20]([CH:21]([CH2:22][CH3:23])[N:24]([CH3:25])[CH3:26])[n:27]2[cH:28][n:29][cH:30][cH:31]2)[cH:19]3)[cH:8][cH:9]1)[OH:32]. Reactants: C(C=C)OC(=O)Cl (chloroformic acid allyl ester), NCC(=O)O (glycine). Run in O (water), [OH-].[Na+] (NaOH). Conditions: time 16 hour. The product is C(C=C)OC(=O)NCC(=O)O (Allyloxycarbonylaminoacetic acid). RXN SMILES: [CH2:1]([O:4][C:5](Cl)=[O:6])[CH:2]=[CH2:3].[NH2:8][CH2:9][C:10]([OH:12])=[O:11]>O.[OH-].[Na+]>[CH2:1]([O:4][C:5]([NH:8][CH2:9][C:10]([OH:12])=[O:11])=[O:6])[CH:2]=[CH2:3] |f:3.4|. Reported procedure: At 0°, 12 ml of chloroformic acid allyl ester are added dropwise to a solution of 7.51 g of glycine in 20 ml of water and 44 ml of 5N NaOH solution. The suspension is then stirred for 16 hours at room temperature. After removing the insoluble material by filtration, the filtrate is diluted with 100 ml of water and washed twice with CH2Cl2. The aqueous phase is adjusted to pH 2 with 4N HCl and extracted twice with CH2Cl2. The combined organic extracts are washed once with brine, dried over MgSO4 ... Procedure details: The title compound was prepared according to the procedure described in the step 3 in EXAMPLE 5 using 5-amino-6-chloro-2-propylimidazo[1,2-a]pyridine-8-carboxylic acid (EXAMPLE 16, Step 2) and 1-(1-butyl-4-piperidinyl)methanamine (EXAMPLE 1, METHOD A, Step 5). Yields the product NC1=C(C=C(C=2N1C=C(N2)CCC)C(=O)NCC2CCN(CC2)CCCC)Cl (5-Amino-N-[(1-butyl4-piperidinyl)methyl]-6-chloro-2-propylimidazo[1,2-a]pyridine-8-carboxamide). Reactants: NC1=C(C=C(C=2N1C=C(N2)CCC)C(=O)O)Cl (5-Amino-6-chloro-2-propylimidazo[1,2-a]pyridine-8-carboxylic Acid), C(CCC)N1CCC(CC1)CN (1-(1-butyl-4-piperidinyl)methanamine). Reaction SMILES: [NH2:1][C:2]1[N:7]2[CH:8]=[C:9]([CH2:11][CH2:12][CH3:13])[N:10]=[C:6]2[C:5]([C:14]([OH:16])=O)=[CH:4][C:3]=1[Cl:17].[CH2:18]([N:22]1[CH2:27][CH2:26][CH:25]([CH2:28][NH2:29])[CH2:24][CH2:23]1)[CH2:19][CH2:20][CH3:21]>>[NH2:1][C:2]1[N:7]2[CH:8]=[C:9]([CH2:11][CH2:12][CH3:13])[N:10]=[C:6]2[C:5]([C:14]([NH:29][CH2:28][CH:25]2[CH2:26][CH2:27][N:22]([CH2:18][CH2:19][CH2:20][CH3:21])[CH2:23][CH2:24]2)=[O:16])=[CH:4][C:3]=1[Cl:17]. Reactants: C(C)(C)(C)OC(CCCCCCCCCCCCCCCCCCC(NC(CCC(NCCOCCOCCOCCOCCC(=O)O)=O)C(=O)OC(C)(C)C)=O)=O (19-{1-tert-Butoxycarbonyl-3-[2-(2-{2-[2-(2-carboxyethoxy)ethoxy]ethoxy}ethoxy)ethylcarbamoyl]propylcarbamoyl}nonadecanoic acid tert-butyl ester), [B-](F)(F)(F)F.CN(C)C(=[N+](C)C)ON1C(=O)CCC1=O (TSTU), CCN(C(C)C)C(C)C (DIPEA). Reaction conditions: time 8 hour. The product is C(C)(C)(C)OC(CCCCCCCCCCCCCCCCCCC(NC(CCC(NCCOCCOCCOCCOCCC(=O)ON1C(CCC1=O)=O)=O)C(=O)OC(C)(C)C)=O)=O (19-(1-tert-Butoxycarbonyl-3-{2-[2-(2-{2-[2-(2,5-dioxo-pyrrolidin-1-yloxycarbonyl)ethoxy]ethoxy}ethoxy)ethoxy]ethylcarbamoyl}propylcarbamoyl)nonadecanoic acid tert-butyl ester). Isolated yield 157.7%. RXN SMILES: [C:1]([O:5][C:6](=[O:58])[CH2:7][CH2:8][CH2:9][CH2:10][CH2:11][CH2:12][CH2:13][CH2:14][CH2:15][CH2:16][CH2:17][CH2:18][CH2:19][CH2:20][CH2:21][CH2:22][CH2:23][CH2:24][C:25](=[O:57])[NH:26][CH:27]([C:50]([O:52][C:53]([CH3:56])([CH3:55])[CH3:54])=[O:51])[CH2:28][CH2:29][C:30](=[O:49])[NH:31][CH2:32][CH2:33][O:34][CH2:35][CH2:36][O:37][CH2:38][CH2:39][O:40][CH2:41][CH2:42][O:43][CH2:44][CH2:45][C:46]([OH:48])=[O:47])([CH3:4])([CH3:3])[CH3:2].[B-](F)(F)(F)F.CN(C(O[N:72]1[C:77](=[O:78])[CH2:76][CH2:75][C:73]1=[O:74])=[N+](C)C)C.CCN(C(C)C)C(C)C>>[C:1]([O:5][C:6](=[O:58])[CH2:7][CH2:8][CH2:9][CH2:10][CH2:11][CH2:12][CH2:13][CH2:14][CH2:15][CH2:16][CH2:17][CH2:18][CH2:19][CH2:20][CH2:21][CH2:22][CH2:23][CH2:24][C:25](=[O:57])[NH:26][CH:27]([C:50]([O:52][C:53]([CH3:56])([CH3:55])[CH3:54])=[O:51])[CH2:28][CH2:29][C:30](=[O:49])[NH:31][CH2:32][CH2:33][O:34][CH2:35][CH2:36][O:37][CH2:38][CH2:39][O:40][CH2:41][CH2:42][O:43][CH2:44][CH2:45][C:46]([O:48][N:72]1[C:77](=[O:78])[CH2:76][CH2:75][C:73]1=[O:74])=[O:47])([CH3:4])([CH3:2])[CH3:3] |f:1.2|. Procedure details: 19-{1-tert-Butoxycarbonyl-3-[2-(2-{2-[2-(2-carboxyethoxy)ethoxy]ethoxy}ethoxy)ethylcarbamoyl]propylcarbamoyl}nonadecanoic acid tert-butyl ester (0.68 g crude solution in THF 40 mL, 0.82 mmol) and TSTU (0.296 g, 0.982 mmol) were mixed, pH was adjusted by addition of DIPEA (0.171 mL) and the resulting mixture was stirred at RT overnight. This resulted in a clear solution which was evaporated to dryness and treated with diethylether, which afforded 1.2 g of the title compound as a waxy mass which w... Reactants: Cl (hydrochloric acid), FC(CC(C#N)C#N)(C(C(C(F)F)(F)F)(F)F)F (2-(2,2,3,3,4,4,5,5-octafluoropentyl)malononitrile), ICCC(C(F)(F)F)(F)F (1-iodo-3,3,4,4,4-pentafluorobutane), C([O-])([O-])=O.[K+].[K+] (potassium carbonate). Solvent: CS(=O)C (dimethyl sulfoxide). Reaction conditions: time 7 hour. The product is FC(CC(C#N)(C#N)CCC(C(F)(F)F)(F)F)(C(C(C(F)F)(F)F)(F)F)F (2-(2,2,3,3,4,4,5,5-octafluoropentyl)-2-(3,3,4,4,4-pentafluorobutyl)malononitrile). The yield is 21.1%. As a reaction SMILES: [F:1][C:2]([F:18])([C:9]([F:17])([F:16])[C:10]([F:15])([F:14])[CH:11]([F:13])[F:12])[CH2:3][CH:4]([C:7]#[N:8])[C:5]#[N:6].I[CH2:20][CH2:21][C:22]([F:28])([F:27])[C:23]([F:26])([F:25])[F:24].C(=O)([O-])[O-].[K+].[K+].Cl>CS(C)=O>[F:1][C:2]([F:18])([C:9]([F:16])([F:17])[C:10]([F:14])([F:15])[CH:11]([F:13])[F:12])[CH2:3][C:4]([CH2:20][CH2:21][C:22]([F:28])([F:27])[C:23]([F:26])([F:25])[F:24])([C:7]#[N:8])[C:5]#[N:6] |f:2.3.4|. Reported procedure: 1.4 g of 2-(2,2,3,3,4,4,5,5-octafluoropentyl)malononitrile and 1.4 g of 1-iodo-3,3,4,4,4-pentafluorobutane were dissolved in 5 ml of dimethyl sulfoxide, 0.83 g of potassium carbonate was added, and the mixture was stirred at room temperature for 7 hours. Thereafter, dilute hydrochloric acid was added to the reaction mixture, followed by extraction with methyl tert-butyl ether. The organic layer was washed successively with water, aqueous saturated sodium hydrogen carbonate and aqueous saturated ... Starting materials: COC(=O)C=1N=C(C=2C(N(C=CC2C1O)CC1=CC=CC=C1)=O)C#N (7-benzyl-1-cyano-4-hydroxy-8-oxo-7,8-dihydro-[2,7]naphthyridine-3-carboxylic acid methyl ester), CN (methylamine). Solvent: CCO (EtOH). Run at temperature 80 celsius. The product is CNC(=O)C=1N=C(C=2C(N(C=CC2C1O)CC1=CC=CC=C1)=O)C#N (7-Benzyl-1-cyano-4-hydroxy-8-oxo-7,8-dihydro-[2,7]naphthyridine-3-carboxylic acid methylamide). RXN SMILES: CO[C:3]([C:5]1[N:6]=[C:7]([C:24]#[N:25])[C:8]2[C:9](=[O:23])[N:10]([CH2:16][C:17]3[CH:22]=[CH:21][CH:20]=[CH:19][CH:18]=3)[CH:11]=[CH:12][C:13]=2[C:14]=1[OH:15])=[O:4].[CH3:26][NH2:27]>CCO>[CH3:26][NH:27][C:3]([C:5]1[N:6]=[C:7]([C:24]#[N:25])[C:8]2[C:9](=[O:23])[N:10]([CH2:16][C:17]3[CH:22]=[CH:21][CH:20]=[CH:19][CH:18]=3)[CH:11]=[CH:12][C:13]=2[C:14]=1[OH:15])=[O:4]. Procedure: A mixture of 7-benzyl-1-cyano-4-hydroxy-8-oxo-7,8-dihydro-[2,7]naphthyridine-3-carboxylic acid methyl ester (26 mg, 0.078 mmol) and methylamine (1 mL, 2M in THF) in 2 mL of EtOH was heated in a sealed tube at 80° C. for 4 h. After the mixture was cooled to r.t., solvent was evaporated in vacuo. The residue was chromatographed (0-10% EtOAc/CH2Cl2+1% AcOH) to give 18 mg of the title compound as a white solid. MS: (+) m/z 335.02 (M+1). Reactants: O=C(CBr)C=1C=C2CCC(NC2=CC1)=O (6-(1-oxo-2-bromoethyl)-3,4-dihydrocarbostyril), ClC=1C=C(C=CC1)N1CCNCC1 (4-(3-chlorophenyl)piperazine). Solvent: O1CCOCC1 (dioxane). Run at temperature 50 celsius, time 5 hour. The product is O=C(CN1CCN(CC1)C1=CC(=CC=C1)Cl)C=1C=C2CCC(NC2=CC1)=O (6-{1-oxo-2-[4-(3-chlorophenyl)-1-piperazinyl]ethyl}-3,4-dihydrocarbostyril). Reaction SMILES: [O:1]=[C:2]([C:5]1[CH:6]=[C:7]2[C:12](=[CH:13][CH:14]=1)[NH:11][C:10](=[O:15])[CH2:9][CH2:8]2)[CH2:3]Br.[Cl:16][C:17]1[CH:18]=[C:19]([N:23]2[CH2:28][CH2:27][NH:26][CH2:25][CH2:24]2)[CH:20]=[CH:21][CH:22]=1>O1CCOCC1>[O:1]=[C:2]([C:5]1[CH:6]=[C:7]2[C:12](=[CH:13][CH:14]=1)[NH:11][C:10](=[O:15])[CH2:9][CH2:8]2)[CH2:3][N:26]1[CH2:25][CH2:24][N:23]([C:19]2[CH:20]=[CH:21][CH:22]=[C:17]([Cl:16])[CH:18]=2)[CH2:28][CH2:27]1. Reported procedure: 3.0 6-(1-oxo-2-bromoethyl)-3,4-dihydrocarbostyril and 5.5 g of 4-(3-chlorophenyl)piperazine were dispersed in 50 ml of dioxane and the dispersion was stirred at 50° C. for 5 hours. Then the reaction mixture was cooled and the insoluble matters formed in the reaction mixture were removed and the dioxane mother liquor was concentrated under a reduced pressure to dryness. 80 Milliliter of ether was added to the dried matter to effect the crystallization. Crude crystals thus obtained were recrystall... Starting materials: C(C1=CC=CC=C1)OC(=O)N[C@H]1[C@H](CC(CC1)=O)NC(=O)OCC1=CC=CC=C1 ((±)-cis-N1,N2-Bis(benzyloxycarbonyl)-4-oxo-1,2-cyclohexanediamine), C1(=CC=C(C=C1)S(=O)(=O)O)C (p-toluenesulfonic acid), O1CCCC1 (tetrahydrofuran). Run in CO (methanol), COC(C)(C)OC (2,2-dimethoxypropane). Conditions: time 3 hour. Product: C(C1=CC=CC=C1)OC(=O)N[C@H]1[C@H](CC(CC1)(OC)OC)NC(=O)OCC1=CC=CC=C1 ((±)-cis-N1,N2-Bis(benzyloxycarbonyl)-4,4-dimethoxy-1,2-cyclohexanediamine). Reaction SMILES: [CH2:1]([O:8][C:9]([NH:11][C@@H:12]1[CH2:17][CH2:16][C:15](=[O:18])[CH2:14][C@@H:13]1[NH:19][C:20]([O:22][CH2:23][C:24]1[CH:29]=[CH:28][CH:27]=[CH:26][CH:25]=1)=[O:21])=[O:10])[C:2]1[CH:7]=[CH:6][CH:5]=[CH:4][CH:3]=1.[C:30]1(C)C=CC(S(O)(=O)=O)=CC=1.[O:41]1CCC[CH2:42]1>CO.COC(OC)(C)C>[CH2:1]([O:8][C:9]([NH:11][C@@H:12]1[CH2:17][CH2:16][C:15]([O:41][CH3:42])([O:18][CH3:30])[CH2:14][C@@H:13]1[NH:19][C:20]([O:22][CH2:23][C:24]1[CH:29]=[CH:28][CH:27]=[CH:26][CH:25]=1)=[O:21])=[O:10])[C:2]1[CH:3]=[CH:4][CH:5]=[CH:6][CH:7]=1. Reported procedure: (±)-cis-N1,N2-Bis(benzyloxycarbonyl)-4-oxo-1,2-cyclohexanediamine (3.89 g) was dissolved in a mixed solvent of methanol (15 ml) and tetrahydrofuran (15 ml), 2,2-dimethoxypropane (10.7 ml) and p-toluenesulfonic acid (187 mg) were added, and the mixture was stirred at room temperature for 3 hours. The solvent was concentrated, and a saturated aqueous solution of sodium hydrogencarbonate was added to conduct extraction with ethyl acetate. After the resultant organic layer was washed with saturated ...